Dataset: the Open Reaction Database (ORD), a public repository of structured organic reaction records. Task: describe an organic reaction: reactants, conditions, products, and yield Reactants: N1CC(C1)C=1C=CC(=NC1)NC=1C(N(C=C(C1)Br)C)=O (3-(5-(Azetidin-3-yl)pyridin-2-ylamino)-5-bromo-1-methylpyridin-2(1H)-one), C=O (formaldehyde), [BH3-]C#N.[Na+] (NaBH3CN), C(C)OCCOCC (1,2-diethoxyethane). Reagents/catalysts: [Cl-].[Zn+2].[Cl-] (zinc chloride). The solvent is O (water), CO (methanol). Run at time 2 hour. Yields the product BrC=1C=C(C(N(C1)C)=O)NC1=NC=C(C=C1)C1CN(C1)C (5-Bromo-1-methyl-3-(5-(1-methylazetidin-3-yl)pyridin-2-ylamino)pyridine-2(1H)-one). The yield is 61.4%. As a reaction SMILES: [NH:1]1[CH2:4][CH:3]([C:5]2[CH:6]=[CH:7][C:8]([NH:11][C:12]3[C:13](=[O:20])[N:14]([CH3:19])[CH:15]=[C:16]([Br:18])[CH:17]=3)=[N:9][CH:10]=2)[CH2:2]1.C=O.[BH3-][C:24]#N.[Na+].C(OCCOCC)C>CO.[Cl-].[Zn+2].[Cl-].O>[Br:18][C:16]1[CH:17]=[C:12]([NH:11][C:8]2[CH:7]=[CH:6][C:5]([CH:3]3[CH2:4][N:1]([CH3:24])[CH2:2]3)=[CH:10][N:9]=2)[C:13](=[O:20])[N:14]([CH3:19])[CH:15]=1 |f:2.3,6.7.8|. Procedure details: A mixture of 3-(5-(azetidin-3-yl)pyridin-2-ylamino)-5-bromo-1-methylpyridin-2(1H)-one 155n (469 mg, 1.4 mmol), 37% aqueous formaldehyde solution (4 g, 50 mmol), NaBH3CN (261 mg, 4.2 mmol), and 1 M zinc chloride in 1,2-diethoxyethane (4 mL, 4.2 mmol) and methanol (40 mL) was stirred for 2 hours at room temperature. The mixture was added to water (20 mL) and extracted with methylene chloride (50 mL×3). The organic layers were concentrated under reduced pressure. The residue was purified by column ... Starting materials: O=C(O)c1ccc(B(O)O)cc1, O=C(c1ccccc1)c1cnc2c(C(F)(F)F)cccc2c1-c1cccc(O)c1. Product: O=C(O)c1ccc(Oc2cccc(-c3c(C(=O)c4ccccc4)cnc4c(C(F)(F)F)cccc34)c2)cc1. As a reaction SMILES: [C:30](=[O:31])([OH:32])[c:33]1[cH:34][cH:35][c:36]([B:39]([OH:40])[OH:41])[cH:37][cH:38]1.[OH:1][c:2]1[cH:3][c:4](-[c:8]2[c:9]([C:22](=[O:23])[c:24]3[cH:25][cH:26][cH:27][cH:28][cH:29]3)[cH:10][n:11][c:12]3[c:13]([C:18]([F:19])([F:20])[F:21])[cH:14][cH:15][cH:16][c:17]23)[cH:5][cH:6][cH:7]1>>[O:1]([c:2]1[cH:3][c:4](-[c:8]2[c:9]([C:22](=[O:23])[c:24]3[cH:25][cH:26][cH:27][cH:28][cH:29]3)[cH:10][n:11][c:12]3[c:13]([C:18]([F:19])([F:20])[F:21])[cH:14][cH:15][cH:16][c:17]23)[cH:5][cH:6][cH:7]1)[c:36]1[cH:35][cH:34][c:33]([C:30](=[O:31])[OH:32])[cH:38][cH:37]1. Reaction SMILES: [CH3:1][C:2]1[CH2:7][CH2:6][CH2:5][C:4]([CH3:9])([CH3:8])[C:3]=1/[CH:10]=[CH:11]/[C:12](/[CH3:24])=[CH:13]/[CH:14]=[CH:15]/[C:16](/[CH3:23])=[CH:17]/[CH2:18][O:19]C(C)=O.[OH-].[Na+]>CO>[CH3:1][C:2]1[CH2:7][CH2:6][CH2:5][C:4]([CH3:8])([CH3:9])[C:3]=1/[CH:10]=[CH:11]/[C:12](/[CH3:24])=[CH:13]/[CH:14]=[CH:15]/[C:16](/[CH3:23])=[CH:17]/[CH2:18][OH:19] |f:1.2|. Conditions: temperature -20 celsius, time 2 hour. Yields the product CC1=C(C(CCC1)(C)C)/C=C/C(=C/C=C/C(=C/CO)/C)/C (Retinol). The reactants are CC1=C(C(CCC1)(C)C)/C=C/C(=C/C=C/C(=C/COC(=O)C)/C)/C (all-trans-retinyl acetate), [OH-].[Na+] (sodium hydroxide), CC1=C(C(CCC1)(C)C)/C=C/C(=C/C=C/C(=C/COC(=O)C)/C)/C (retinyl acetate), retinoid, ethers, CC1=C(C(CCC1)(C)C)/C=C/C(=C/C=C/C(=C/COC(=O)C)/C)/C (retinyl acetate). Solvent: CO (methanol). Procedure details: Retinol was prepared in a high degree of purity from commercial retinyl acetate for use as a reference retinoid in certain bioassays and as a precursor of retinyl ethers. A solution of 100 g of commercial all-trans-retinyl acetate in 1.5 L of a methanol solution of sodium hydroxide (2%) was stirred under a nitrogen atmosphere at room temperature. After 2 h, retinyl acetate was not observable by TLC. The orange solution was concentrated under reduced pressure, and at 30° C., to about 300 mL; the ... Starting materials: FC1=CC=C(C(=C1COC(C)=O)NC1=CC=CC=C1)[N+](=O)[O-] (acetic acid 6-fluoro-3-nitro-2-phenylaminobenzyl ester). The reagents and catalysts are [Pd] (palladium on carbon). The solvent is CCOC(=O)C (EtOAc). Conditions: time 16 hour. Yields the product NC=1C(=C(COC(C)=O)C(=CC1)F)NC1=CC=CC=C1 (Acetic acid 3-amino-6-fluoro-2-phenylaminobenzyl ester). Yield: 0.1%. As a reaction SMILES: [F:1][C:2]1[C:7]([CH2:8][O:9][C:10](=[O:12])[CH3:11])=[C:6]([NH:13][C:14]2[CH:19]=[CH:18][CH:17]=[CH:16][CH:15]=2)[C:5]([N+:20]([O-])=O)=[CH:4][CH:3]=1>CCOC(C)=O.[Pd]>[NH2:20][C:5]1[C:6]([NH:13][C:14]2[CH:19]=[CH:18][CH:17]=[CH:16][CH:15]=2)=[C:7]([C:2]([F:1])=[CH:3][CH:4]=1)[CH2:8][O:9][C:10](=[O:12])[CH3:11]. Procedure: To a solution of acetic acid 6-fluoro-3-nitro-2-phenylaminobenzyl ester (3.2 g, 10.5 mmol) in EtOAc (50 mL) was added palladium on carbon (600 mg, 10% by wt) and the reaction mixture stirred at RT under an atmosphere of hydrogen for 16 h. The reaction mixture was filtered and the filtrate concentrated in vacuo. The resultant residue was subjected to flash chromatography (SiO2, eluting with 0-100% DCM in cyclohexane) to give the title compound as a brown solid (2.3 mg, 80%). 1H NMR 400 MHz δ (CDC... The solvent is C(C)#N (acetonitrile). RXN SMILES: [C:1]1([B:7]([C:9]2[CH:14]=[CH:13][CH:12]=[CH:11][C:10]=2[O:15][C:16]2[CH:21]=[CH:20][CH:19]=[CH:18][C:17]=2[B:22]([C:24]2[CH:29]=[CH:28][CH:27]=[CH:26][CH:25]=2)[OH:23])[OH:8])[CH:6]=[CH:5][CH:4]=[CH:3][CH:2]=1.[NH2:30][CH:31]([CH2:34][C:35]1[CH:40]=[CH:39][CH:38]=[CH:37][CH:36]=1)[CH2:32]O>C(#N)C>[C:1]1([B:7]([C:9]2[CH:14]=[CH:13][CH:12]=[CH:11][C:10]=2[O:15][C:16]2[CH:21]=[CH:20][CH:19]=[CH:18][C:17]=2[B:22]([C:24]2[CH:25]=[CH:26][CH:27]=[CH:28][CH:29]=2)[O:23][CH2:32][CH:31]([CH2:34][C:35]2[CH:40]=[CH:39][CH:38]=[CH:37][CH:36]=2)[NH2:30])[O:8][CH2:32][CH:31]([CH2:34][C:35]2[CH:40]=[CH:39][CH:38]=[CH:37][CH:36]=2)[NH2:30])[CH:2]=[CH:3][CH:4]=[CH:5][CH:6]=1. Reported procedure: The entitled compound (73 mg) was obtained by allowing 77 mg of bis(4,4′-(phenylhydroxyboryl)phenyl) ether and 75 mg of 2-amino-3-phenylpropanol to act in 1 mL of acetonitrile. The reactants are compound, C1(=CC=CC=C1)B(O)C1=C(C=CC=C1)OC1=C(C=CC=C1)B(O)C1=CC=CC=C1 (bis(4,4′-(phenylhydroxyboryl)phenyl) ether), NC(CO)CC1=CC=CC=C1 (2-amino-3-phenylpropanol). Product: C1(=CC=CC=C1)B(OCC(N)CC1=CC=CC=C1)C1=C(C=CC=C1)OC1=C(C=CC=C1)B(OCC(N)CC1=CC=CC=C1)C1=CC=CC=C1 (Bis(4,4′-(phenyl-2-benzyl-2-amino-ethoxyboryl)phenyl) ether). Starting materials: C(CCC)N(S(=O)(=O)C1=CC(=C(OCC(=O)OCC)C=C1)C)C=1C=C(C=CC1)C1=CC=C(C=C1)C(F)(F)F (ethyl [4-({butyl[4′-(trifluoromethyl)-1,1′-biphenyl-3-yl]amino}sulfonyl)-2-methylphenoxy]acetate), [OH-].[Na+] (NaOH). Solvent: CO (methanol), O1CCCC1 (tetrahydrofuran). Reaction conditions: time 1 hour. The product is C(CCC)N(S(=O)(=O)C1=CC(=C(OCC(=O)O)C=C1)C)C=1C=C(C=CC1)C1=CC=C(C=C1)C(F)(F)F ([4-({Butyl[4′-(trifluoromethyl)-1,1′-biphenyl-3-yl]amino}sulfonyl)-2-methylphenoxy]acetic acid). Yield: 90.5%. RXN SMILES: [CH2:1]([N:5]([C:23]1[CH:24]=[C:25]([C:29]2[CH:34]=[CH:33][C:32]([C:35]([F:38])([F:37])[F:36])=[CH:31][CH:30]=2)[CH:26]=[CH:27][CH:28]=1)[S:6]([C:9]1[CH:21]=[CH:20][C:12]([O:13][CH2:14][C:15]([O:17]CC)=[O:16])=[C:11]([CH3:22])[CH:10]=1)(=[O:8])=[O:7])[CH2:2][CH2:3][CH3:4].[OH-].[Na+]>CO.O1CCCC1>[CH2:1]([N:5]([C:23]1[CH:24]=[C:25]([C:29]2[CH:30]=[CH:31][C:32]([C:35]([F:38])([F:36])[F:37])=[CH:33][CH:34]=2)[CH:26]=[CH:27][CH:28]=1)[S:6]([C:9]1[CH:21]=[CH:20][C:12]([O:13][CH2:14][C:15]([OH:17])=[O:16])=[C:11]([CH3:22])[CH:10]=1)(=[O:7])=[O:8])[CH2:2][CH2:3][CH3:4] |f:1.2|. Reported procedure: To a solution of ethyl [4-({butyl[4′-(trifluoromethyl)-1,1′-biphenyl-3-yl]amino}sulfonyl)-2-methylphenoxy]acetate (100 mg, 0.18 mmol) in methanol (4 mL) and tetrahydrofuran (4 mL), was added 2M NaOH aq. (2 mL). After stirring for 1 h at room temperature the solvent was removed in vacuo and the residue acidified with 2M HCl, before extraction into ethyl acetate (2×20 mL). The organic solution was dried (MgSO4) and the solvents removed in vacuo to afford the title compound as a white solid (85 mg)...